Dataset: the Open Reaction Database (ORD), a public repository of structured organic reaction records. Task: describe an organic reaction: reactants, conditions, products, and yield Starting materials: ClC1=C(C=CC=C1)CC#N (2-(2-chlorophenyl)acetonitrile), C[Si](C)(C)[N-][Si](C)(C)C.[Na+] (NaHMDS), CC=1[IH]C=CC1 (methyl iodie). Yields the product ClC1=C(C=CC=C1)C(C#N)C (2-(2-chlorophenyl)propanenitrile). Yield: 85.5%. RXN SMILES: [Cl:1][C:2]1[CH:7]=[CH:6][CH:5]=[CH:4][C:3]=1[CH2:8][C:9]#[N:10].[CH3:11][Si]([N-][Si](C)(C)C)(C)C.[Na+].CC1[IH]C=CC=1>>[Cl:1][C:2]1[CH:7]=[CH:6][CH:5]=[CH:4][C:3]=1[CH:8]([CH3:11])[C:9]#[N:10] |f:1.2|. Procedure details: Following the procedure outlined for Example 649, 2-(2-chlorophenyl)acetonitrile (15 g, 98.9 mmol) was reacted with NaHMDS (118 mL, 118 mmol), and methyl iodie (7.0 mL, 108 mmol) to afford the desired product (14 g, 87%) as a brown oil: ESI MS m/z 166 [C9H8ClN+H]+. Reactants: O=C([O-])O, CCO, CC(C)(C)OC(=O)N1CCN(CCS(=O)(=O)Nc2cc(C(c3cc(F)ccc3F)S(=O)(=O)c3ccc(Cl)cc3)c(Cl)cn2)CC1, Cl, [Na+]. Yields the product O=S(=O)(CCN1CCNCC1)Nc1cc(C(c2cc(F)ccc2F)S(=O)(=O)c2ccc(Cl)cc2)c(Cl)cn1. RXN SMILES: [C:47](=[O:48])([OH:49])[O-:50].[CH3:52][CH2:53][OH:54].[Cl:1][c:2]1[c:3]([CH:27]([c:28]2[c:29]([F:35])[cH:30][cH:31][c:32]([F:34])[cH:33]2)[S:36](=[O:37])(=[O:38])[c:39]2[cH:40][cH:41][c:42]([Cl:45])[cH:43][cH:44]2)[cH:4][c:5]([NH:8][S:9](=[O:10])(=[O:11])[CH2:12][CH2:13][N:14]2[CH2:15][CH2:16][N:17]([C:20]([O:21][C:22]([CH3:23])([CH3:24])[CH3:25])=[O:26])[CH2:18][CH2:19]2)[n:6][cH:7]1.[ClH:46].[Na+:51]>>[Cl:1][c:2]1[c:3]([CH:27]([c:28]2[c:29]([F:35])[cH:30][cH:31][c:32]([F:34])[cH:33]2)[S:36](=[O:37])(=[O:38])[c:39]2[cH:40][cH:41][c:42]([Cl:45])[cH:43][cH:44]2)[cH:4][c:5]([NH:8][S:9](=[O:10])(=[O:11])[CH2:12][CH2:13][N:14]2[CH2:15][CH2:16][NH:17][CH2:18][CH2:19]2)[n:6][cH:7]1.